Dataset: the Open Reaction Database (ORD), a public repository of structured organic reaction records. Task: describe an organic reaction: reactants, conditions, products, and yield Starting materials: O(C(=S)[S-])CC.[K+] (potassium ethyl xanthate), O (water), C(C)SC1CC(N1C(C(=O)OCC1=CC=C(C=C1)[N+](=O)[O-])Cl)=O (p-nitrobenzyl 2-(4-ethylthio-2-oxo-1-azetidinyl)-2-chloroacetate). The reagents and catalysts are [Cl-].C(C1=CC=CC=C1)[N+](CC)(CC)CC (benzyltriethylammonium chloride). The solvent is ClCCl (dichloromethane), ClCCl (dichloromethane). Run at time 1 hour. Product: C(C)SC1CC(N1C(C(=O)OCC1=CC=C(C=C1)[N+](=O)[O-])SC(=S)OCC)=O (p-Nitrobenzyl 2-(4-Ethylthio-2-oxo-1-azetidinyl)-2-(ethoxythiocarbonylthio)acetate). RXN SMILES: [O:1]([CH2:5][CH3:6])[C:2]([S-:4])=[S:3].[K+].O.[CH2:9]([S:11][CH:12]1[N:15]([CH:16](Cl)[C:17]([O:19][CH2:20][C:21]2[CH:26]=[CH:25][C:24]([N+:27]([O-:29])=[O:28])=[CH:23][CH:22]=2)=[O:18])[C:14](=[O:31])[CH2:13]1)[CH3:10]>[Cl-].C([N+](CC)(CC)CC)C1C=CC=CC=1.ClCCl>[CH2:9]([S:11][CH:12]1[N:15]([CH:16]([S:3][C:2]([O:1][CH2:5][CH3:6])=[S:4])[C:17]([O:19][CH2:20][C:21]2[CH:22]=[CH:23][C:24]([N+:27]([O-:29])=[O:28])=[CH:25][CH:26]=2)=[O:18])[C:14](=[O:31])[CH2:13]1)[CH3:10] |f:0.1,4.5|. Procedure details: To a stirred mixture of 3.2 g. of potassium ethyl xanthate, 5.4 g. of benzyltriethylammonium chloride, 100 ml. of water and 50 ml. of dichloromethane, at 0° C., was added a solution of 7.12 g. of p-nitrobenzyl 2-(4-ethylthio-2-oxo-1-azetidinyl)-2-chloroacetate in 75 ml. of dichloromethane. Stirring was continued at 0°-5° C. for 1 hour, and then the organic phase was removed. The aqueous phase was extracted with 100 ml. of dichloromethane, and then the combined dichloromethane layers were washed ...